Dataset: the Open Reaction Database (ORD), a public repository of structured organic reaction records. Task: describe an organic reaction: reactants, conditions, products, and yield Reactants: CN1CCOCC1 (N-methylmorpholine), C(C)(C)(C)OC(=O)N1C(SCC1C(=O)O)C=1C=NC=CC1 (N-tert-butoxycarbonyl-2-(3-pyridyl)thiazolidine-4-carboxylic acid), Cl.COC([C@@H](N)CCSC)=O (L-methionine methyl ester hydrochloride), ON1N=NC2=C1C=CC=C2 (1-hydroxybenzotriazole), C1(CCCCC1)N=C=NC1CCCCC1 (dicyclohexylcarbodiimide). Run in O1CCCC1 (tetrahydrofuran). Reaction conditions: time 1 hour. Product: COC([C@@H](NC(=O)C1N(C(SC1)C=1C=NC=CC1)C(=O)OC(C)(C)C)CCSC)=O ([N-tert-butoxycarbonyl-2-(3-pyridyl)thiazolidine-4-carbonyl]-L-methionine methyl ester). The yield is 50.0%. Reaction SMILES: [C:1]([O:5][C:6]([N:8]1[CH:12]([C:13]([OH:15])=O)[CH2:11][S:10][CH:9]1[C:16]1[CH:17]=[N:18][CH:19]=[CH:20][CH:21]=1)=[O:7])([CH3:4])([CH3:3])[CH3:2].Cl.[CH3:23][O:24][C:25](=[O:32])[C@H:26]([CH2:28][CH2:29][S:30][CH3:31])[NH2:27].ON1C2C=CC=CC=2N=N1.CN1CCOCC1.C1(N=C=NC2CCCCC2)CCCCC1>O1CCCC1>[CH3:23][O:24][C:25](=[O:32])[C@H:26]([CH2:28][CH2:29][S:30][CH3:31])[NH:27][C:13]([CH:12]1[CH2:11][S:10][CH:9]([C:16]2[CH:17]=[N:18][CH:19]=[CH:20][CH:21]=2)[N:8]1[C:6]([O:5][C:1]([CH3:2])([CH3:3])[CH3:4])=[O:7])=[O:15] |f:1.2|. Reported procedure: To a solution of 600 mg of N-tert-butoxycarbonyl-2-(3-pyridyl)thiazolidine-4-carboxylic acid in 10 ml of tetrahydrofuran, there were added, at 4° C. or below, 390 mg of L-methionine methyl ester hydrochloride, 390 mg of 1-hydroxybenzotriazole, 190 mg of N-methylmorpholine and 440 mg of dicyclohexylcarbodiimide, in that order. The mixture was stirred at 4° C. or below for 1 hour and then at room temperature for 1 hour. The resultant precipitate was filtered off, the filtrate was concentrated unde... Reactants: CN1CCN(C)C1=O, C[Si](C)(C)C(F)(F)C(F)(F)F, CN(C)C=O, [Cu]Br, [F-], Fc1cc(Br)ccc1I, [K+]. Product: Fc1cc(Br)ccc1C(F)(F)C(F)(F)F. RXN SMILES: [CH3:14][N:15]1[CH2:16][CH2:17][N:18]([CH3:19])[C:20]1=[O:21].[CH3:1][Si:2]([C:3]([C:4]([F:5])([F:6])[F:7])([F:8])[F:9])([CH3:10])[CH3:11].[CH3:31][N:32]([CH3:33])[CH:34]=[O:35].[Cu:36][Br:37].[F-:12].[F:22][c:23]1[cH:24][c:25]([Br:30])[cH:26][cH:27][c:28]1[I:29].[K+:13]>>[C:3]([C:4]([F:5])([F:6])[F:7])([F:8])([F:9])[c:28]1[c:23]([F:22])[cH:24][c:25]([Br:30])[cH:26][cH:27]1. Reactants: O=C(O)c1cccc(Br)n1, O=C([O-])[O-], CI, ClCCl, [K+], [K+], CN(C)C=O. The product is COC(=O)c1cccc(Br)n1. As a reaction SMILES: [Br:1][c:2]1[cH:3][cH:4][cH:5][c:6]([C:8](=[O:9])[OH:10])[n:7]1.[C:11](=[O:12])([O-:13])[O-:14].[CH3:17][I:18].[Cl:24][CH2:25][Cl:26].[K+:15].[K+:16].[O:19]=[CH:20][N:21]([CH3:22])[CH3:23]>>[Br:1][c:2]1[cH:3][cH:4][cH:5][c:6]([C:8](=[O:9])[O:10][CH3:11])[n:7]1. The reactants are BrC=1C=CC\2=C(\N=C(/C\C(=C2)\C(=O)OCC)\NC(=O)OC(C)(C)C)C1 ((1E,4E)-ethyl 8-bromo-2-(tert-butoxycarbonylamino)-3H-benzo[b]azepine-4-carboxylate), Cl (HCl), [OH-].[Na+] (NaOH), ice. Solvent: C1CCOC1 (THF). Reaction conditions: time 18 hour. The product is BrC=1C=CC\2=C(\N=C(/C\C(=C2)\C(=O)O)\NC(=O)OC(C)(C)C)C1 ((1E,4E)-8-bromo-2-(tert-butoxycarbonylamino)-3H-benzo[b]azepine-4-carboxylic acid). Isolated yield 54.0%. As a reaction SMILES: [Br:1][C:2]1[CH:3]=[CH:4][C:5]2=[C:6]([CH:25]=1)[N:7]=[C:8]([NH:17][C:18]([O:20][C:21]([CH3:24])([CH3:23])[CH3:22])=[O:19])[CH2:9][C:10]([C:12]([O:14]CC)=[O:13])=[CH:11]2.[OH-].[Na+].Cl>C1COCC1>[Br:1][C:2]1[CH:3]=[CH:4][C:5]2=[C:6]([CH:25]=1)[N:7]=[C:8]([NH:17][C:18]([O:20][C:21]([CH3:23])([CH3:22])[CH3:24])=[O:19])[CH2:9][C:10]([C:12]([OH:14])=[O:13])=[CH:11]2 |f:1.2|. Reported procedure: To a solution of (1E,4E)-ethyl 8-bromo-2-(tert-butoxycarbonylamino)-3H-benzo[b]azepine-4-carboxylate (15.0 g, 36.7 mmol) in THF (195 mL) at −15° C. was slowly added 1N aq NaOH (55.0 ml, 55.0 mmol) over 10 min. The reaction mixture was warmed to room temperature and stirred for 18 h. The reaction mixture was poured into ice-cold water (500 mL). The pH of the mixture was carefully adjusted to 5-6 with 0.5 N aq HCl (˜260 mL). The resulting mixture was extracted with EtOAc. The aqueous layer was ext... Reactants: CCOC(=O)CBr, O=C(c1cnn(-c2ccccc2)c1)c1cc(F)ccc1O. Product: CCOC(=O)COc1ccc(F)cc1C(=O)c1cnn(-c2ccccc2)c1. As a reaction SMILES: [Br:22][CH2:23][C:24](=[O:25])[O:26][CH2:27][CH3:28].[F:1][c:2]1[cH:3][c:4]([C:9](=[O:10])[c:11]2[cH:12][n:13][n:14](-[c:16]3[cH:17][cH:18][cH:19][cH:20][cH:21]3)[cH:15]2)[c:5]([OH:8])[cH:6][cH:7]1>>[F:1][c:2]1[cH:3][c:4]([C:9](=[O:10])[c:11]2[cH:12][n:13][n:14](-[c:16]3[cH:17][cH:18][cH:19][cH:20][cH:21]3)[cH:15]2)[c:5]([O:8][CH2:23][C:24](=[O:25])[O:26][CH2:27][CH3:28])[cH:6][cH:7]1.